From a dataset of the Open Reaction Database (ORD), a public repository of structured organic reaction records. describe an organic reaction: reactants, conditions, products, and yield Solvent: C(C)#N (acetonitrile). Conditions: temperature 60 celsius, time 14 hour. Procedure: 0.2 g (0.574 mmol) of 4′-trifluoromethyl-biphenyl-2-carboxylic acid-piperidin-4-yl-amide, 0.15 g (0.5 mmol) of methyl 6-bromo-2-methyl-2-phenyl-hexanecarboxylate and 0.083 g (0.6 mmol) of potassium carbonate are dissolved in 10 ml of acetonitrile. The mixture is stirred for 8 hours at 60° C. and for 14 hours at ambient temperature. Then the reaction mixture is poured onto water and extracted with ethyl acetate. The organic phase is dried over sodium sulphate and the solvent is distilled off in t... The reactants are N1CCC(CC1)NC(=O)C=1C(=CC=CC1)C1=CC=C(C=C1)C(F)(F)F (4′-trifluoromethyl-biphenyl-2-carboxylic acid-piperidin-4-yl-amide), BrCCCCC(CC(=O)OC)(C1=CC=CC=C1)C (methyl 6-bromo-2-methyl-2-phenyl-hexanecarboxylate), C([O-])([O-])=O.[K+].[K+] (potassium carbonate). Product: CC(CC(=O)OC)(CCCCN1CCC(CC1)NC(=O)C=1C(=CC=CC1)C1=CC=C(C=C1)C(F)(F)F)C1=CC=CC=C1 (methyl 2-methyl-2-phenyl-6-{4-[(4′-trifluoromethyl-biphenyl-2-carbonyl)-amino]-piperidin-1-yl}-hexanecarboxylate). RXN SMILES: [NH:1]1[CH2:6][CH2:5][CH:4]([NH:7][C:8]([C:10]2[C:11]([C:16]3[CH:21]=[CH:20][C:19]([C:22]([F:25])([F:24])[F:23])=[CH:18][CH:17]=3)=[CH:12][CH:13]=[CH:14][CH:15]=2)=[O:9])[CH2:3][CH2:2]1.Br[CH2:27][CH2:28][CH2:29][CH2:30][C:31]([CH3:43])([C:37]1[CH:42]=[CH:41][CH:40]=[CH:39][CH:38]=1)[CH2:32][C:33]([O:35][CH3:36])=[O:34].C(=O)([O-])[O-].[K+].[K+]>C(#N)C>[CH3:43][C:31]([C:37]1[CH:38]=[CH:39][CH:40]=[CH:41][CH:42]=1)([CH2:30][CH2:29][CH2:28][CH2:27][N:1]1[CH2:6][CH2:5][CH:4]([NH:7][C:8]([C:10]2[C:11]([C:16]3[CH:17]=[CH:18][C:19]([C:22]([F:23])([F:24])[F:25])=[CH:20][CH:21]=3)=[CH:12][CH:13]=[CH:14][CH:15]=2)=[O:9])[CH2:3][CH2:2]1)[CH2:32][C:33]([O:35][CH3:36])=[O:34] |f:2.3.4|. Reactants: ClC1=C(C=C(C=C1)Cl)C1CC(CC(C1)=O)=O (5-(2,5-dichlorophenyl)-cyclohexane-1,3-dione), C(C)(=O)[O-].[NH4+] (ammonium acetate), C(C)O (ethanol), C(C)O (ethanol), [OH-].[K+] (potassium hydroxide), [OH-].[K+] (potassium hydroxide), [OH-].[K+] (potassium hydroxide), [OH-].[K+] (potassium hydroxide). The solvent is C1(=CC=CC=C1)C (toluene). Yields the product ClC1=C(C=C(C=C1)Cl)C1CC(C=2C(=CC=NC2C1)C)=O (7-(2,5-dichlorophenyl)-4-methyl-5,6,7,8-tetrahydroquinolin-5-one). Reaction SMILES: [Cl:1][C:2]1[CH:7]=[CH:6][C:5]([Cl:8])=[CH:4][C:3]=1[CH:9]1[CH2:14][C:13](=[O:15])[CH2:12][C:11](=O)[CH2:10]1.[C:17]([O-])(=O)[CH3:18].[NH4+:21].[OH-].[K+].[CH2:24](O)[CH3:25]>C1(C)C=CC=CC=1>[Cl:1][C:2]1[CH:7]=[CH:6][C:5]([Cl:8])=[CH:4][C:3]=1[CH:9]1[CH2:10][C:11]2[N:21]=[CH:24][CH:25]=[C:17]([CH3:18])[C:12]=2[C:13](=[O:15])[CH2:14]1 |f:1.2,3.4|. Procedure: A solution of 5-(2,5-dichlorophenyl)-cyclohexane-1,3-dione (5.0 g) and ammonium acetate (4.5 g) in ethanol (100 ml) was refluxed for 20.5 hours. Under reduced pressure, the solvent was evaporated, and the residue was washed with water and toluene and dried to give crystals, which were dissolved in ethanol (50 ml) and toluene (150 ml). To the solution were added 3-oxobutylaldehydedimethylacetal (6.1 g) and powdery 85% potassium hydroxide (1.0 g), and the mixture was refluxed. To the mixture was a... Starting materials: CCc1ccccc1-c1ccccc1O, CC(=O)OC(C)=O, O=[N+]([O-])O. Yields the product CCc1ccccc1-c1cccc([N+](=O)[O-])c1O. As a reaction SMILES: [CH3:12][CH2:13][c:14]1[c:15](-[c:20]2[c:21]([OH:26])[cH:22][cH:23][cH:24][cH:25]2)[cH:16][cH:17][cH:18][cH:19]1.[CH3:5][C:6]([O:7][C:8](=[O:9])[CH3:10])=[O:11].[OH:1][N+:2]([O-:3])=[O:4]>>[O-:1][N+:2](=[O:4])[c:22]1[c:21]([OH:26])[c:20](-[c:15]2[c:14]([CH2:13][CH3:12])[cH:19][cH:18][cH:17][cH:16]2)[cH:25][cH:24][cH:23]1. Reported procedure: A solution of 6.0 g (0.026 moles) of 1-(2,6-dimethylphenyl)-4-methylamino-dihydro-1,3,5-triazin-2-one in 100 ml iPA was prepared with warming. To the warm solution was added 2.0 ml (0.031 moles) of methane-sulfonic acid. The mixture became hot and crystals of white crystalline solid began to form almost immediately. The mixture allowed to cool to room temperature in tap water and filtered. The solution was washed with iPA EtOH to give 8.00 g of product which was dried overnight at 50°-60° C. in ... Reactants: CC1=C(C(=CC=C1)C)N1C(NC(N=C1)NC)=O (1-(2,6-dimethylphenyl)-4-methylamino-dihydro-1,3,5-triazin-2-one), CS(=O)(=O)O (methane-sulfonic acid). Yield: 94.3%. Reaction SMILES: [CH3:1][C:2]1[CH:7]=[CH:6][CH:5]=[C:4]([CH3:8])[C:3]=1[N:9]1[CH:14]=[N:13][CH:12]([NH:15][CH3:16])[NH:11][C:10]1=[O:17].[CH3:18][S:19]([OH:22])(=[O:21])=[O:20]>O>[CH3:18][S:19]([OH:22])(=[O:21])=[O:20].[CH3:8][C:4]1[CH:5]=[CH:6][CH:7]=[C:2]([CH3:1])[C:3]=1[N:9]1[CH:14]=[N:13][C:12]([NH:15][CH3:16])=[N:11][C:10]1=[O:17] |f:3.4|. Run in O (water). Yields the product CS(=O)(=O)O.CC1=C(C(=CC=C1)C)N1C(N=C(N=C1)NC)=O (1-(2',6'-dimethylphenyl)-4-methylamino-1,2-dihydro-1,3,5-triazin-2-one methanesulfonate). Starting materials: C1(CCCCC1)C=1C=CC(=C(C1)NC(=S)N)OC ((5-cyclohexyl-2-methoxy-phenyl)-thiourea), BrBr (bromine). The solvent is C(Cl)(Cl)Cl (chloroform), ClCCl (dichloromethane), C(Cl)(Cl)Cl (chloroform). The product is C1(CCCCC1)C1=CC=C(C=2N=C(SC21)N)OC (7-cyclohexyl-4-methoxy-benzothiazol-2-ylamine). The yield is 68.4%. RXN SMILES: [CH:1]1([C:7]2[CH:8]=[CH:9][C:10]([O:17][CH3:18])=[C:11]([NH:13][C:14]([NH2:16])=[S:15])[CH:12]=2)[CH2:6][CH2:5][CH2:4][CH2:3][CH2:2]1.BrBr>C(Cl)(Cl)Cl.ClCCl>[CH:1]1([C:7]2[C:12]3[S:15][C:14]([NH2:16])=[N:13][C:11]=3[C:10]([O:17][CH3:18])=[CH:9][CH:8]=2)[CH2:2][CH2:3][CH2:4][CH2:5][CH2:6]1. Procedure: To a solution of 0.9 g (0.0034 Mol) (5-cyclohexyl-2-methoxy-phenyl)-thiourea in 18 ml chloroform were added 0.2 ml (0.0041 Mol) bromine, dissolved in 4.5 ml chloroform and heated to reflux for 16 h. The reaction mixture was diluted with dichloromethane, extracted with sat. aqueous potassium carbonate and brine, dried over sodium sulfate and evaporated to dryness in vacuo. The residue was crystallized from ethyl acetate/diethyl ether to yield 0.61 g (68%) of 7-cyclohexyl-4-methoxy-benzothiazol-2-... Reactants: N1C=C(C2=CC=CC=C12)C1CCC(CC1)NC(C(=O)OC)C1CCNCC1 (Methyl 2-((4-(1H-indol-3-yl)cyclohexyl)amino)-2-(piperidin-4-yl)acetate), FC=1C=C(/C=C/C(=O)O)C=C(C1F)F (trans-3,4,5-trifluorocinnamic acid). The product is N1C=C(C2=CC=CC=C12)[C@@H]1CC[C@H](CC1)NC(C(=O)OC)C1CCN(CC1)C(\C=C\C1=CC(=C(C(=C1)F)F)F)=O (Methyl 2-[4-(1H-indol-3-yl)-trans-cyclohexylamino]-2-[1-(trans-3,4,5-trifluorocinnamoyl)piperidin-4-yl]-acetate), cyclohexyl. RXN SMILES: [NH:1]1[C:9]2[C:4](=[CH:5][CH:6]=[CH:7][CH:8]=2)[C:3]([CH:10]2[CH2:15][CH2:14][CH:13]([NH:16][CH:17]([CH:22]3[CH2:27][CH2:26][NH:25][CH2:24][CH2:23]3)[C:18]([O:20][CH3:21])=[O:19])[CH2:12][CH2:11]2)=[CH:2]1.[F:28][C:29]1[CH:30]=[C:31]([CH:37]=[C:38]([F:41])[C:39]=1[F:40])/[CH:32]=[CH:33]/[C:34](O)=[O:35]>>[NH:1]1[C:9]2[C:4](=[CH:5][CH:6]=[CH:7][CH:8]=2)[C:3]([C@H:10]2[CH2:15][CH2:14][C@H:13]([NH:16][CH:17]([CH:22]3[CH2:23][CH2:24][N:25]([C:34](=[O:35])/[CH:33]=[CH:32]/[C:31]4[CH:30]=[C:29]([F:28])[C:39]([F:40])=[C:38]([F:41])[CH:37]=4)[CH2:26][CH2:27]3)[C:18]([O:20][CH3:21])=[O:19])[CH2:12][CH2:11]2)=[CH:2]1. Procedure details: The title compound was prepared from methyl 2-((4-(1H-indol-3-yl)cyclohexyl)amino)-2-(piperidin-4-yl)acetate (from Example 24, step A) and trans-3,4,5-trifluorocinnamic acid, by the method of Example 1, step K, and the mixture of product diastereomers was separated by flash chromatography giving a pale yellow solid for the more polar cyclohexyl diastereomer (trans, Example 49a), a tan solid for the less polar cyclohexyl diastereomer (cis, Example 49b). Mass spectrum (LCMS, APCI pos.) calcd. for ... The reactants are O.COC=1C=C2C(C(C(C2=CC1OC)=O)=O)=O (5,6-dimethoxyindan-1,2,3-trione, monohydrate), Cl.NNC(=O)N (semicarbazide hydrochloride). Product: O.COC=1C=C2C(C(C(C2=CC1OC)=O)=NNC(=O)N)=O (5,6-dimethoxy-2-semicarbazono-indan-1,3-dione, monohydrate). RXN SMILES: O.[CH3:2][O:3][C:4]1[CH:5]=[C:6]2[C:10](=[CH:11][C:12]=1[O:13][CH3:14])[C:9](=[O:15])[C:8](=O)[C:7]2=[O:17].Cl.[NH2:19][NH:20][C:21]([NH2:23])=[O:22]>>[OH2:3].[CH3:14][O:13][C:12]1[CH:11]=[C:10]2[C:6](=[CH:5][C:4]=1[O:3][CH3:2])[C:7](=[O:17])[C:8](=[N:19][NH:20][C:21]([NH2:23])=[O:22])[C:9]2=[O:15] |f:0.1,2.3,4.5|. Reported procedure: 5,6-dimethoxyindan-1,2,3-trione, monohydrate, semicarbazide hydrochloride Starting materials: C#CC(=O)OCC, CC(=O)[O-], CC(=O)[O-], CC(=O)[O-], CN(C)C=O, COc1cc2c(cc1OC)CCC(OS(=O)(=O)C(F)(F)F)=C2, [Na+], [Pd+2], c1ccc(P(c2ccccc2)c2ccccc2)cc1, c1ccc(P(c2ccccc2)c2ccccc2)cc1. Yields the product CCOC(=O)C#CC1=Cc2cc(OC)c(OC)cc2CC1. Reaction SMILES: [C:23]([C:24]#[CH:25])(=[O:26])[O:27][CH2:28][CH3:29].[C:40]([O-:41])(=[O:42])[CH3:43].[C:83]([O-:84])(=[O:85])[CH3:86].[CH3:31][C:32](=[O:33])[O-:34].[CH3:35][N:36]([CH3:37])[CH:38]=[O:39].[F:1][C:2]([F:3])([F:4])[S:5]([O:6][C:7]1=[CH:8][c:9]2[cH:10][c:11]([O:19][CH3:20])[c:12]([O:17][CH3:18])[cH:13][c:14]2[CH2:15][CH2:16]1)(=[O:21])=[O:22].[Na+:30].[Pd+2:44].[c:45]1([P:46]([c:47]2[cH:48][cH:49][cH:50][cH:51][cH:52]2)[c:53]2[cH:54][cH:55][cH:56][cH:57][cH:58]2)[cH:59][cH:60][cH:61][cH:62][cH:63]1.[c:64]1([P:65]([c:66]2[cH:67][cH:68][cH:69][cH:70][cH:71]2)[c:72]2[cH:73][cH:74][cH:75][cH:76][cH:77]2)[cH:78][cH:79][cH:80][cH:81][cH:82]1>>[C:7]1([C:25]#[C:24][C:23](=[O:26])[O:27][CH2:28][CH3:29])=[CH:8][c:9]2[cH:10][c:11]([O:19][CH3:20])[c:12]([O:17][CH3:18])[cH:13][c:14]2[CH2:15][CH2:16]1. Reaction conditions: time 16 hour. Starting materials: BrC1=CC(=C(CN2N=C(C3=CC=CC=C23)CC(=O)OC)C=C1)F (methyl 1-(4-bromo-2-fluorobenzyl)-1H-indazole-3-acetate), [OH-].[K+] (KOH). As a reaction SMILES: [Br:1][C:2]1[CH:22]=[CH:21][C:5]([CH2:6][N:7]2[C:15]3[C:10](=[CH:11][CH:12]=[CH:13][CH:14]=3)[C:9]([CH2:16][C:17]([O:19]C)=[O:18])=[N:8]2)=[C:4]([F:23])[CH:3]=1.[OH-].[K+]>CO>[Br:1][C:2]1[CH:22]=[CH:21][C:5]([CH2:6][N:7]2[C:15]3[C:10](=[CH:11][CH:12]=[CH:13][CH:14]=3)[C:9]([CH2:16][C:17]([OH:19])=[O:18])=[N:8]2)=[C:4]([F:23])[CH:3]=1 |f:1.2|. Reported procedure: A solution of methyl 1-(4-bromo-2-fluorobenzyl)-1H-indazole-3-acetate (0.30g) in methanol (5 ml) containing 10% aqueous KOH (1 ml) was stirred at roomtemperature for 16 hours. It was then concentrated to a low volume, and then diluted with ethyl acetate (10 ml) and sufficient 10% HCl added to adjust the pH to about 4.0. The ethyl acetate layer was washed with water (5 ml), dried and then evaporated to a white solid (yield: 0.21 g; m.p. 167°-168° C.). Yields the product BrC1=CC(=C(CN2N=C(C3=CC=CC=C23)CC(=O)O)C=C1)F (1-(4-bromo-2-fluorobenzyl)-1H-indazole-3-acetic acid). Solvent: CO (methanol). The reactants are [N+](=O)([O-])[O-].[NH4+].[Ce] (cerium ammonium nitrate), C(C)(=O)OC1=CC=2C[C@H]([C@H]3[C@@H]4CC[C@@H]([C@@]4(C)CC[C@@H]3C2C=C1)OC(C)=O)CCCCCCCCCS(=O)(=O)CCCC(C(F)(F)F)(F)F (3,17β-diacetyloxy-7α-(9-[4,4,5,5,5-pentafluoropentanesulfonyl]-nonyl)-estra-1,3,5(10)-triene), C(C)(=O)O (acetic acid). Conditions: time 4 hour. The product is C(C)(=O)OC1=CC=2C[C@@H]([C@H]3[C@@H]4CC[C@@H]([C@@]4(C)C[C@@H]([C@@]3(C2C=C1)O)O[N+](=O)[O-])OC(C)=O)CCCCCCCCCS(=O)(=O)CCCC(C(F)(F)F)(F)F (3,17β-Diacetyloxy-11β-nitrooxy-7β-(9-[4,4,5,5,5-pentafluoropentanesulfonyl]-nonyl)-estra-1,3,5(10)-trien-9-ol). Reaction SMILES: [N+:1]([O-:4])([O-:3])=[O:2].[NH4+].[Ce].[C:7]([O:10][C:11]1[CH:28]=[CH:27][C:26]2[C@@H:25]3[C@H:16]([C@H:17]4[C@@:21]([CH2:23][CH2:24]3)([CH3:22])[C@@H:20]([O:29][C:30](=[O:32])[CH3:31])[CH2:19][CH2:18]4)[C@H:15]([CH2:33][CH2:34][CH2:35][CH2:36][CH2:37][CH2:38][CH2:39][CH2:40][CH2:41][S:42]([CH2:45][CH2:46][CH2:47][C:48]([F:54])([F:53])[C:49]([F:52])([F:51])[F:50])(=[O:44])=[O:43])[CH2:14][C:13]=2[CH:12]=1)(=[O:9])[CH3:8].C(O)(=[O:57])C>>[C:7]([O:10][C:11]1[CH:28]=[CH:27][C:26]2[C@:25]3([OH:57])[C@H:16]([C@H:17]4[C@@:21]([CH2:23][C@@H:24]3[O:2][N+:1]([O-:4])=[O:3])([CH3:22])[C@@H:20]([O:29][C:30](=[O:32])[CH3:31])[CH2:19][CH2:18]4)[C@@H:15]([CH2:33][CH2:34][CH2:35][CH2:36][CH2:37][CH2:38][CH2:39][CH2:40][CH2:41][S:42]([CH2:45][CH2:46][CH2:47][C:48]([F:54])([F:53])[C:49]([F:50])([F:51])[F:52])(=[O:43])=[O:44])[CH2:14][C:13]=2[CH:12]=1)(=[O:9])[CH3:8] |f:0.1.2|. Procedure: 18.6 g of cerium ammonium nitrate is added to a solution of 3.0 g of 3,17β-diacetyloxy-7α-(9-[4,4,5,5,5-pentafluoropentanesulfonyl]-nonyl)-estra-1,3,5(10)-triene in 50 ml of aqueous acetic acid (90%), and it is stirred for 4 hours at room temperature.